From a dataset of the Open Reaction Database (ORD), a public repository of structured organic reaction records. describe an organic reaction: reactants, conditions, products, and yield Reactants: CCO, FC(F)(F)c1ccc2c(Cl)ccnc2c1, Nc1ccc(C(=O)N2CCC(C(O)c3ccc(F)cc3)CC2)cc1. The product is Cl, O=C(c1ccc(Nc2ccnc3cc(C(F)(F)F)ccc23)cc1)N1CCC(C(O)c2ccc(F)cc2)CC1. Reaction SMILES: [CH3:40][CH2:41][OH:42].[Cl:1][c:2]1[cH:3][cH:4][n:5][c:6]2[cH:7][c:8]([C:12]([F:13])([F:14])[F:15])[cH:9][cH:10][c:11]12.[NH2:16][c:17]1[cH:18][cH:19][c:20]([C:21](=[O:22])[N:23]2[CH2:24][CH2:25][CH:26]([CH:29]([OH:30])[c:31]3[cH:32][cH:33][c:34]([F:37])[cH:35][cH:36]3)[CH2:27][CH2:28]2)[cH:38][cH:39]1>>[ClH:1].[c:2]1([NH:16][c:17]2[cH:18][cH:19][c:20]([C:21](=[O:22])[N:23]3[CH2:24][CH2:25][CH:26]([CH:29]([OH:30])[c:31]4[cH:32][cH:33][c:34]([F:37])[cH:35][cH:36]4)[CH2:27][CH2:28]3)[cH:38][cH:39]2)[cH:3][cH:4][n:5][c:6]2[cH:7][c:8]([C:12]([F:13])([F:14])[F:15])[cH:9][cH:10][c:11]12. The reactants are NC1=NC=C(C=C1C=1SC2=C(C1)C=C(C=C2)NC(=O)NC2=CC(=CC=C2)C)B2OC(C(O2)(C)C)(C)C (1-{2-[2-amino-5-(4,4,5,5-tetramethyl-1,3,2-dioxaborolan-2-yl)pyridin-3-yl]-1-benzothien-5-yl}-3-(3-methylphenyl)urea), Cl (HCl). Reported procedure: To the solution of 1-{2-[2-amino-5-(4,4,5,5-tetramethyl-1,3,2-dioxaborolan-2-yl)pyridin-3-yl]-1-benzothien-5-yl}-3-(3-methylphenyl)urea (500 mg, 1 mmol, 1 eq) in tetrahydrofuran (6 mL) at room temperature was added dropwise aqueous HCl (3N, 6 mL) and the reaction was stirred at room temperature for 4 hours. The reaction mixture was filtered directly through a Buchner funnel, rinsed with isopropanol, followed by i-PrOH—H2O (1:1) to give {6-amino-5-[5-({[(3-methylphenyl)amino]carbonyl}amino)-1-ben... Conditions: time 4 hour. Yields the product NC1=C(C=C(C=N1)B(O)O)C=1SC2=C(C1)C=C(C=C2)NC(=O)NC2=CC(=CC=C2)C ({6-amino-5-[5-({[(3-methylphenyl)amino]carbonyl}amino)-1-benzothien-2-yl]pyridin-3-yl}boronic acid). Run in O1CCCC1 (tetrahydrofuran). As a reaction SMILES: [NH2:1][C:2]1[C:7]([C:8]2[S:9][C:10]3[CH:16]=[CH:15][C:14]([NH:17][C:18]([NH:20][C:21]4[CH:26]=[CH:25][CH:24]=[C:23]([CH3:27])[CH:22]=4)=[O:19])=[CH:13][C:11]=3[CH:12]=2)=[CH:6][C:5]([B:28]2[O:32]C(C)(C)C(C)(C)[O:29]2)=[CH:4][N:3]=1.Cl>O1CCCC1>[NH2:1][C:2]1[N:3]=[CH:4][C:5]([B:28]([OH:29])[OH:32])=[CH:6][C:7]=1[C:8]1[S:9][C:10]2[CH:16]=[CH:15][C:14]([NH:17][C:18]([NH:20][C:21]3[CH:26]=[CH:25][CH:24]=[C:23]([CH3:27])[CH:22]=3)=[O:19])=[CH:13][C:11]=2[CH:12]=1.